Dataset: the Open Reaction Database (ORD), a public repository of structured organic reaction records. Task: describe an organic reaction: reactants, conditions, products, and yield The reactants are C(C1=CC=CC=C1)OC(=O)N1[C@@H](CCC1=O)C(=O)O (N-(benzyloxycarbonyl)-(L)-pyroglutamic acid), C1=CC(=CC=C1[N+](=O)[O-])O (p-nitrophenol), N,N-dicyclohexylcarbodiimide. Run in C1CCOC1 (THF), C1CCOC1 (THF). Conditions: time 6 hour. Yields the product C(C1=CC=CC=C1)OC(=O)N1[C@@H](CCC1=O)C(=O)OC1=CC=C(C=C1)[N+](=O)[O-] (paranitrophenyl N-(benzyloxycarbonyl)-(L)-pyroglutamate). Reaction SMILES: [CH2:1]([O:8][C:9]([N:11]1[C:15](=[O:16])[CH2:14][CH2:13][C@H:12]1[C:17]([OH:19])=[O:18])=[O:10])[C:2]1[CH:7]=[CH:6][CH:5]=[CH:4][CH:3]=1.[CH:20]1[C:25]([N+:26]([O-:28])=[O:27])=[CH:24][CH:23]=[C:22](O)[CH:21]=1>C1COCC1>[CH2:1]([O:8][C:9]([N:11]1[C:15](=[O:16])[CH2:14][CH2:13][C@H:12]1[C:17]([O:19][C:22]1[CH:21]=[CH:20][C:25]([N+:26]([O-:28])=[O:27])=[CH:24][CH:23]=1)=[O:18])=[O:10])[C:2]1[CH:3]=[CH:4][CH:5]=[CH:6][CH:7]=1. Reported procedure: 10 g (40 mmol) of N-(benzyloxycarbonyl)-(L)-pyroglutamic acid and 5.84 g (40 mmol) of p-nitrophenol are dissolved in 100 ml of THF. A solution of 8.65 g (42 mmol) of N,N-dicyclohexylcarbodiimide in 40 ml of THF is run in at ordinary temperature, the mixture is stirred for 6 hours and filtered, the filtrate is evaporated, the residue is taken up with ethyl acetate, the mixture is filtered, the filtrate is evaporated and the residue is recrystallized from the same solvent. This gives 60% of a pure... Starting materials: [OH-].[Na+] (NaOH), CN1C(NCC1C1=CC(=C(C=C1)OC)N)=O (1-Methyl-5-(3-Amino-4-Methoxyphenyl)-2-Imidazolidinone), C1CC2CC1CC2=O (norcamphor), [Na] (sodium), C(#N)[BH3-] (cyanoborohydride). Solvent: C(C)(=O)OCC (ethyl acetate), C(C)(=O)O (acetic acid), CCOCC (ether). Run at temperature 5 celsius. The product is CN1C(NCC1C1=CC(=C(C=C1)OC)NC1C2CCC(C1)C2)=O (1-Methyl-5-[3-(Bicyclo[2.2.1]hept-2-ylamino)-4-Methoxyphenyl]-2-Imidazolidinone). As a reaction SMILES: [CH3:1][N:2]1[CH:6]([C:7]2[CH:12]=[CH:11][C:10]([O:13][CH3:14])=[C:9]([NH2:15])[CH:8]=2)[CH2:5][NH:4][C:3]1=[O:16].[CH2:17]1[CH:21]2[CH2:22][C:23](=O)[CH:19]([CH2:20]2)[CH2:18]1.[Na].C([BH3-])#N.[OH-].[Na+]>C(O)(=O)C.CCOCC.C(OCC)(=O)C>[CH3:1][N:2]1[CH:6]([C:7]2[CH:12]=[CH:11][C:10]([O:13][CH3:14])=[C:9]([NH:15][CH:18]3[CH2:17][CH:21]4[CH2:20][CH:19]3[CH2:23][CH2:22]4)[CH:8]=2)[CH2:5][NH:4][C:3]1=[O:16] |f:4.5,^1:24|. Reported procedure: The aniline of Example 51 (3.07 g, 17.95 mmol) is dissolved in 60 ml of glacial acetic acid and to this is added norcamphor 2.37 g, 21.54 mmol). The reaction is cooled to 5° C. and to it is added sodium, cyanoborohydride (1.36 g, 21.54 mmol). The reaction is poured onto ice and is pH adjusted to 7 with 1 normal NaOH solution. The aqueous is extracted with methylene chloride dried over MgSO4, filtered and concentrated vacuo to afford a brown oil which is flashed on SiO2 with ethyl acetate as the ... The reactants are N1(CCC1)CCOC=1C=CC(=C(C(=O)NC2=C(C(=O)OC)C=CC(=C2)C2=CC=CC=C2)C1)OCC1=CC=CC=C1 (methyl 2-(5-(2-(azetidin-1-yl)ethoxy)-2-(benzyloxy)benzamido)-4-phenylbenzoate), O1CCOCC1 (dioxane). The reagents and catalysts are [C].[Pd] (palladium-carbon), [C].[Pd] (palladium-carbon). The solvent is C(C)(=O)OCC (ethyl acetate), CO (methanol). Conditions: time 2 hour. Product: N1(CCC1)CCOC=1C=CC(=C(C(=O)NC2=C(C(=O)OC)C=CC(=C2)C2=CC=CC=C2)C1)O (methyl 2-(5-(2-(azetidin-1-yl)ethoxy)-2-hydroxybenzamido)-4-phenylbenzoate). Yield: 45.1%. Reaction SMILES: [N:1]1([CH2:5][CH2:6][O:7][C:8]2[CH:9]=[CH:10][C:11]([O:33]CC3C=CC=CC=3)=[C:12]([CH:32]=2)[C:13]([NH:15][C:16]2[CH:25]=[C:24]([C:26]3[CH:31]=[CH:30][CH:29]=[CH:28][CH:27]=3)[CH:23]=[CH:22][C:17]=2[C:18]([O:20][CH3:21])=[O:19])=[O:14])[CH2:4][CH2:3][CH2:2]1.O1CCOCC1>C(OCC)(=O)C.CO.[C].[Pd]>[N:1]1([CH2:5][CH2:6][O:7][C:8]2[CH:9]=[CH:10][C:11]([OH:33])=[C:12]([CH:32]=2)[C:13]([NH:15][C:16]2[CH:25]=[C:24]([C:26]3[CH:31]=[CH:30][CH:29]=[CH:28][CH:27]=3)[CH:23]=[CH:22][C:17]=2[C:18]([O:20][CH3:21])=[O:19])=[O:14])[CH2:4][CH2:3][CH2:2]1 |f:4.5|. Procedure details: To a solution mixture of the obtained methyl 2-(5-(2-(azetidin-1-yl)ethoxy)-2-(benzyloxy)benzamido)-4-phenylbenzoate (0.088 g) in ethyl acetate (1.5 mL), methanol (1.5 mL), and dioxane (1.5 mL), 10% palladium-carbon (0.088 g) was added, followed by stirring under a hydrogen atmosphere at room temperature for 2 hours. To the reaction mixture, 10% palladium-carbon (0.088 g) was added, followed by stirring under a hydrogen atmosphere at room temperature for 3 hours. The insoluble substance was remo... Reactants: CN1C(C2=CC=CC=C2CC1=O)=O ((N-methyl)isoquinoline-1,3(2H,4H)-dione), CC(=O)OC(=O)C (Ac2O), C(OC)(OC)OC ((MeO)3CH). Solvent: CN(C=O)C (N,N-dimethylformamide). Run at temperature 125 celsius. The product is CN1C(C2=CC=CC=C2\C(\C1=O)=C/OC)=O ((4E)-N-Methyl-4-(methoxymethylene)isoquinoline-1,3(2H,4H)-dione). Reaction SMILES: [CH3:1][N:2]1[C:11](=[O:12])[CH2:10][C:9]2[C:4](=[CH:5][CH:6]=[CH:7][CH:8]=2)[C:3]1=[O:13].C[C:15]([O:17][C:18](C)=O)=O.C(OC)(OC)OC>CN(C)C=O>[CH3:1][N:2]1[C:11](=[O:12])/[C:10](=[CH:15]/[O:17][CH3:18])/[C:9]2[C:4](=[CH:5][CH:6]=[CH:7][CH:8]=2)[C:3]1=[O:13]. Procedure details: To a stirred mixture of 0.35 g (2.0 mmol) of (N-methyl)isoquinoline-1,3(2H,4H)-dione, 3.2 ml of Ac2O, and 0.80 ml of N,N-dimethylformamide is added 0.44 ml (4.0 mmol) of (MeO)3CH at 25° C. The mixture is stirred at 125° C. for 30 m, cooled, and concentrated under high vacuum. The residue is recrystallized from Et2O-hexane to give 0.20 g of tan solid, mp 145-150° C. (dec); MS (ES+) m/z 218.2 (M+H)+1: Analysis for C12H11NO3: Calcd: C, 66.35; H, 5.10; N, 6.45. Found: C, 65.98; H, 4.99; N, 6.42. Reactants: FC1=C(C(=CC=C1)F)N1C(NCC2=C1N=C(N=C2C=2C=C(C(=O)NC)C=CC2C)S(=O)(=O)C)=O (3-[8-(2,6-difluorophenyl)-2-(methylsulfonyl)-7-oxo-5,6,7,8-tetrahydropyrimido[4,5-d]pyrimidin-4-yl]-N,4-dimethylbenzamide), NCCCN(CCCC)CCCC ((3-aminopropyl)dibutylamine). The solvent is C1CCOC1 (THF). Conditions: time 24 hour. Product: [NH4+].[OH-] (NH4OH), C(CCC)N(CCCNC=1N=C(C2=C(N(C(NC2)=O)C2=C(C=CC=C2F)F)N1)C=1C=C(C(=O)NC)C=CC1C)CCCC (3-[2-{[3-(dibutylamino)propyl]amino}-8-(2,6-difluorophenyl)-7-oxo-5,6,7,8-tetrahydropyrimido[4,5-d]pyrimidin-4-yl]-N,4-dimethylbenzamide). Reaction SMILES: [F:1][C:2]1[CH:7]=[CH:6][CH:5]=[C:4]([F:8])[C:3]=1[N:9]1[C:14]2[N:15]=[C:16](S(C)(=O)=O)[N:17]=[C:18]([C:19]3[CH:20]=[C:21]([CH:26]=[CH:27][C:28]=3[CH3:29])[C:22]([NH:24][CH3:25])=[O:23])[C:13]=2[CH2:12][NH:11][C:10]1=[O:34].[NH2:35][CH2:36][CH2:37][CH2:38][N:39]([CH2:44][CH2:45][CH2:46][CH3:47])[CH2:40][CH2:41][CH2:42][CH3:43]>C1COCC1>[NH4+:9].[OH-:23].[CH2:40]([N:39]([CH2:44][CH2:45][CH2:46][CH3:47])[CH2:38][CH2:37][CH2:36][NH:35][C:16]1[N:17]=[C:18]([C:19]2[CH:20]=[C:21]([CH:26]=[CH:27][C:28]=2[CH3:29])[C:22]([NH:24][CH3:25])=[O:23])[C:13]2[CH2:12][NH:11][C:10](=[O:34])[N:9]([C:3]3[C:2]([F:1])=[CH:7][CH:6]=[CH:5][C:4]=3[F:8])[C:14]=2[N:15]=1)[CH2:41][CH2:42][CH3:43] |f:3.4|. Reported procedure: 3-[8-(2,6-difluorophenyl)-2-(methylsulfonyl)-7-oxo-5,6,7,8-tetrahydropyrimido[4,5-d]pyrimidin-4-yl]-N,4-dimethylbenzamide (0.03 g, 0.062 mmol) was dissolved in THF (5 mL) and (3-aminopropyl)dibutylamine (0.058 g, 0.31 mmol) was added. The reaction was stirred under argon for 24 h. The solvents were pumped off in vacuo, and the residue was flash chromatographed on silica gel (15 g) eluted with CH2Cl2 to 6:0.5:0.05, CH2Cl2:ethanol:NH4OH to give the title compound as a white amorphous solid. mp 112...